The task is: describe an organic reaction: reactants, conditions, products, and yield. This data is from the Open Reaction Database (ORD), a public repository of structured organic reaction records. Starting materials: NC1=CC(=CC2=CC(=CC(=C12)O)S(=O)(=O)O)S(=O)(=O)O (1-Amino-8-hydroxynaphthalene-3,6-disulfonic acid), Br (hydrobromic acid), N(=O)[O-].[Na+] (sodium nitrite), [Cl-].[Na+] (sodium chloride), Br (hydrobromic acid). The reagents and catalysts are [Cu]Br (copper (I) bromide). Solvent: O (water), O (water). Conditions: temperature 2.5 celsius, time 2 hour. The product is BrC1=CC(=CC2=CC(=CC(=C12)O)S(=O)(=O)O)S(=O)(=O)O (1-bromo-8-hydroxynaphthalene-3,6-disulfonic acid). Yield: 74.0%. Reaction SMILES: N[C:2]1[C:11]2[C:6](=[CH:7][C:8]([S:13]([OH:16])(=[O:15])=[O:14])=[CH:9][C:10]=2[OH:12])[CH:5]=[C:4]([S:17]([OH:20])(=[O:19])=[O:18])[CH:3]=1.N([O-])=O.[Na+].[Cl-].[Na+].[BrH:27]>O.[Cu]Br>[Br:27][C:2]1[C:11]2[C:6](=[CH:7][C:8]([S:13]([OH:16])(=[O:15])=[O:14])=[CH:9][C:10]=2[OH:12])[CH:5]=[C:4]([S:17]([OH:20])(=[O:19])=[O:18])[CH:3]=1 |f:1.2,3.4|. Reported procedure: 1-Amino-8-hydroxynaphthalene-3,6-disulfonic acid (72% strength, 44.4 g, 0.1 mol) was stirred in a mixture of water (340 mls) and 48% hydrobromic acid (20 mls). The suspension was cooled to 0-5° C. and sodium nitrite (7.6 g, 0.11 mol) was added in small portions. The mixture was stirred for 2 hours at 0-5° C. and then the excess nitrous acid was destroyed by the addition of sulfamic acid solution. Further 48% hydrobromic acid (70 mls) was added and the mixture cooled to 5° C. A solution of copper... Procedure: 7-Furan-2-yl-2-piperazin-1-yl-pyrazolo[1,5-a][1,3,5]triazin-4-ylamine (0.15 mmol) was dissolved in 4 mL of CH2Cl2 along with 2 eq. of 2-chloro-6-methyl-quinoline-3-carbaldehyde and 25 mL of glacial acetic acid. The reaction mixture was stirred at room temperature for 30 minutes and sodium triacetoxyborohydride (4 eq.) was added in a single portion. The resulting reaction mixture was then stirred at room temperature for 18 hours. It was then concentrated under a stream of N2 and purified by prepa... As a reaction SMILES: [O:1]1[CH:5]=[CH:4][CH:3]=[C:2]1[C:6]1[CH:21]=[C:9]2[N:10]=[C:11]([N:15]3[CH2:20][CH2:19][NH:18][CH2:17][CH2:16]3)[N:12]=[C:13]([NH2:14])[N:8]2[N:7]=1.[Cl:22][C:23]1[C:32]([CH:33]=O)=[CH:31][C:30]2[C:25](=[CH:26][CH:27]=[C:28]([CH3:35])[CH:29]=2)[N:24]=1.C(O[BH-](OC(=O)C)OC(=O)C)(=O)C.[Na+]>C(Cl)Cl.C(O)(=O)C>[Cl:22][C:23]1[C:32]([CH2:33][N:18]2[CH2:17][CH2:16][N:15]([C:11]3[N:12]=[C:13]([NH2:14])[N:8]4[N:7]=[C:6]([C:2]5[O:1][CH:5]=[CH:4][CH:3]=5)[CH:21]=[C:9]4[N:10]=3)[CH2:20][CH2:19]2)=[CH:31][C:30]2[C:25](=[CH:26][CH:27]=[C:28]([CH3:35])[CH:29]=2)[N:24]=1 |f:2.3|. The reactants are C(C)(=O)O[BH-](OC(C)=O)OC(C)=O.[Na+] (sodium triacetoxyborohydride), O1C(=CC=C1)C1=NN2C(N=C(N=C2N)N2CCNCC2)=C1 (7-Furan-2-yl-2-piperazin-1-yl-pyrazolo[1,5-a][1,3,5]triazin-4-ylamine), ClC1=NC2=CC=C(C=C2C=C1C=O)C (2-chloro-6-methyl-quinoline-3-carbaldehyde). Yields the product ClC1=NC2=CC=C(C=C2C=C1CN1CCN(CC1)C1=NC=2N(C(=N1)N)N=C(C2)C=2OC=CC2)C (2-[4-(2-Chloro-6-methyl-quinolin-3-ylmethyl)-piperazin-1-yl]-7-furan-2-yl-pyrazolo[1,5-a][1,3,5]triazin-4-ylamine). Run at time 30 minute. The solvent is C(Cl)Cl (CH2Cl2), C(C)(=O)O (acetic acid). Reactants: CN1C=NC=C1CO (1-methyl-5-hydroxymethylimidazole), CCOC(=O)/N=N/C(=O)OCC (diethylazodicarboxylate), C1(=CC=CC=C1)P(C1=CC=CC=C1)C1=CC=CC=C1 (triphenylphosphine), C(C1=CC=CC=C1)(=S)O (thiobenzoic acid), C(O)([O-])=O.[Na+] (sodium hydrogen carbonate). The solvent is C(C)(=O)OCC (ethyl acetate). Run at temperature 0 celsius, time 1 hour. Product: CN1C=NC=C1CSC(C1=CC=CC=C1)=O (1-methyl-5-(benzoylthiomethyl)imidazole). Reaction SMILES: [CH3:1][N:2]1[C:6]([CH2:7]O)=[CH:5][N:4]=[CH:3]1.CCOC(/N=N/C(OCC)=O)=O.C1(P(C2C=CC=CC=2)C2C=CC=CC=2)C=CC=CC=1.[C:40]([OH:48])(=[S:47])[C:41]1[CH:46]=[CH:45][CH:44]=[CH:43][CH:42]=1.C(=O)([O-])O.[Na+]>C(OCC)(=O)C>[CH3:1][N:2]1[C:6]([CH2:7][S:47][C:40](=[O:48])[C:41]2[CH:46]=[CH:45][CH:44]=[CH:43][CH:42]=2)=[CH:5][N:4]=[CH:3]1 |f:4.5|. Procedure: Under nitrogen atmosphere, 1-methyl-5-hydroxymethylimidazole (2.52 g), diethylazodicarboxylate (4.26 ml) was added successively to a solution of triphenylphosphine (7.07 g) in THFe (50 ml) with ice cooling, while the reaction temperature was kept below 15 degree. After stirring for 1 hour at 0° C., 3.9 ml of thiobenzoic acid was added slowly. The mixture was poured into a mixture of ethyl acetate and aqueous sodium hydrogen carbonate. The aqueous layer was separated, the organic layer was washed... Reactants: CO, NN, O, CCC(c1ccncn1)N1C(=O)c2ccccc2C1=O. Yields the product CCC(N)c1ccncn1. RXN SMILES: [CH3:24][OH:25].[NH2:22][NH2:23].[OH2:21].[n:1]1[cH:2][n:3][c:4]([CH:7]([CH2:8][CH3:9])[N:10]2[C:11](=[O:12])[c:13]3[c:14]([cH:15][cH:16][cH:17][cH:18]3)[C:19]2=[O:20])[cH:5][cH:6]1>>[n:1]1[cH:2][n:3][c:4]([CH:7]([CH2:8][CH3:9])[NH2:10])[cH:5][cH:6]1. The reactants are C(C)(=O)N1C2=CC=CC=C2C=2C=CC=CC12 (9-acetyl carbazole), ClC=1C=CC=2NC3=CC=C(C=C3C2C1)Cl (3,6-dichlorocarbazole). The solvent is C(C)O (ethanol). The product is C(C)(=O)NC1=CC=CC=2C3=CC=CC=C3NC12 (acetamidocarbazole). As a reaction SMILES: [C:1]([N:4]1C2C=CC=CC=2C2C1=CC=CC=2)(=[O:3])[CH3:2].Cl[C:18]1[CH:19]=[CH:20][C:21]2[NH:22][C:23]3[C:28]([C:29]=2[CH:30]=1)=[CH:27][C:26](Cl)=[CH:25][CH:24]=3>C(O)C>[C:1]([NH:4][C:20]1[C:21]2[NH:22][C:23]3[C:28](=[CH:27][CH:26]=[CH:25][CH:24]=3)[C:29]=2[CH:30]=[CH:18][CH:19]=1)(=[O:3])[CH3:2]. Reported procedure: Condensation of cyclohexane-1,4-dione 2 with phenylhydrazine 1 in ethanol affords the bishydrazone 3. Treatment of 3 with sulfuric acid and acetic acid produces 3-aminocarbazole 4 (Tetrahedron 2003, 59, 1265). The reactants are C(C)NCC (diethylamine), C(=O)(Cl)Cl (phosgene), C(C)(=O)OC1CC(NC(C1)(C)C)(C)C (4-acetoxy-2,2,6,6-tetramethylpiperidine). Solvent: C(C)(=O)OCC (ethyl acetate), C(C)(=O)OCC (ethyl acetate). The product is C(C)N(C(=O)N1C(CC(CC1(C)C)OC(C)=O)(C)C)CC (1-diethylcarbamoyl-4-acetoxy-2,2,6,6-tetramethylpiperidine). As a reaction SMILES: [C:1](Cl)(Cl)=[O:2].[C:5]([O:8][CH:9]1[CH2:14][C:13]([CH3:16])([CH3:15])[NH:12][C:11]([CH3:18])([CH3:17])[CH2:10]1)(=[O:7])[CH3:6].[CH2:19]([NH:21][CH2:22][CH3:23])[CH3:20]>C(OCC)(=O)C>[CH2:19]([N:21]([CH2:22][CH3:23])[C:1]([N:12]1[C:11]([CH3:18])([CH3:17])[CH2:10][CH:9]([O:8][C:5](=[O:7])[CH3:6])[CH2:14][C:13]1([CH3:16])[CH3:15])=[O:2])[CH3:20]. Procedure: A solution of 24.7 g (0.25 mol) of phosgene in about 150 ml of ethyl acetate is added dropwise to a solution of 99.7 g (0.5 mol) of 4-acetoxy-2,2,6,6-tetramethylpiperidine in 400 ml of ethyl acetate at 20°-22° in the course of 6 hours, with stirring. After the reaction mixture has been stirred for another 2 hours at room temperature, 63 ml (0.6 mol) of diethylamine are added dropwise in the course of about 30 minutes. The reaction mixture is stirred at room temperature for another 14 hours and i... Conditions: time 1 hour. Procedure details: To a solution of benzyl rac-(3R,4R)-3-[(tert-butoxycarbonyl)amino]-4-hydroxypyrrolidine-1-carboxylate (600 mg, 1.8 mmol; prepared according to WO2004/050024A2) in THF (8 mL) cooled to 0° C. was added NaH (216 mg, 5.4 mmol [60%]) and the reaction mixture stirred for 1 hour. Benzyl bromide (430 μL, 3.57 mmol) was added and the reaction mixture was allowed to stir at room temperature overnight. To the mixture was added NaHCO3 (sat. aq., 10 mL) and dichloromethane (10 mL). The organic layer was sepa... The yield is 26.1%. Starting materials: C(=O)(O)[O-].[Na+] (NaHCO3), C(C)(C)(C)OC(=O)NC1CN(CC1O)C(=O)OCC1=CC=CC=C1 (benzyl rac-(3R,4R)-3-[(tert-butoxycarbonyl)amino]-4-hydroxypyrrolidine-1-carboxylate), C(C1=CC=CC=C1)Br (Benzyl bromide), [H-].[Na+] (NaH). Solvent: ClCCl (dichloromethane), C1CCOC1 (THF). RXN SMILES: [C:1]([O:5][C:6]([NH:8][CH:9]1[CH:13]([OH:14])[CH2:12][N:11]([C:15]([O:17][CH2:18][C:19]2[CH:24]=[CH:23][CH:22]=[CH:21][CH:20]=2)=[O:16])[CH2:10]1)=[O:7])([CH3:4])([CH3:3])[CH3:2].[H-].[Na+].[CH2:27](Br)[C:28]1[CH:33]=[CH:32][CH:31]=[CH:30][CH:29]=1.C([O-])(O)=O.[Na+]>C1COCC1.ClCCl>[CH2:27]([O:14][CH:13]1[CH:9]([NH:8][C:6]([O:5][C:1]([CH3:4])([CH3:2])[CH3:3])=[O:7])[CH2:10][N:11]([C:15]([O:17][CH2:18][C:19]2[CH:24]=[CH:23][CH:22]=[CH:21][CH:20]=2)=[O:16])[CH2:12]1)[C:28]1[CH:33]=[CH:32][CH:31]=[CH:30][CH:29]=1 |f:1.2,4.5|. The product is C(C1=CC=CC=C1)OC1CN(CC1NC(=O)OC(C)(C)C)C(=O)OCC1=CC=CC=C1 (benzyl rac-(3R,4R)-3-(benzyloxy)-4-[(tert-butoxycarbonyl)amino]pyrrolidine-1-carboxylate). The reactants are CC(C)(C)OC(=O)N1CCN(c2ccncc2[N+](=O)[O-])CC1, CO, CCOC(C)=O. Product: CC(C)(C)OC(=O)N1CCN(c2ccncc2N)CC1. RXN SMILES: [C:1]([CH3:2])([CH3:3])([CH3:4])[O:5][C:6](=[O:7])[N:8]1[CH2:9][CH2:10][N:11]([c:14]2[c:15]([N+:20]([O-:21])=[O:22])[cH:16][n:17][cH:18][cH:19]2)[CH2:12][CH2:13]1.[CH3:23][OH:24].[CH3:25][CH2:26][O:27][C:28]([CH3:29])=[O:30]>>[C:1]([CH3:2])([CH3:3])([CH3:4])[O:5][C:6](=[O:7])[N:8]1[CH2:9][CH2:10][N:11]([c:14]2[c:15]([NH2:20])[cH:16][n:17][cH:18][cH:19]2)[CH2:12][CH2:13]1. Starting materials: [Br-], CC1CN(C2(C#N)CCN(C(=O)OC(C)(C)C)CC2)CCN1Cc1ccccc1, C[Mg+], CCOC(C)=O, CO, C1CCOC1, O. Yields the product CC1CN(C2(C)CCN(C(=O)OC(C)(C)C)CC2)CCN1Cc1ccccc1. As a reaction SMILES: [Br-:30].[CH2:1]([c:2]1[cH:3][cH:4][cH:5][cH:6][cH:7]1)[N:8]1[CH:9]([CH3:29])[CH2:10][N:11]([C:14]2([C:27]#[N:28])[CH2:15][CH2:16][N:17]([C:20](=[O:21])[O:22][C:23]([CH3:24])([CH3:25])[CH3:26])[CH2:18][CH2:19]2)[CH2:12][CH2:13]1.[CH3:31][Mg+:32].[CH3:33][CH2:34][O:35][C:36](=[O:37])[CH3:38].[CH3:45][OH:46].[O:40]1[CH2:41][CH2:42][CH2:43][CH2:44]1.[OH2:39]>>[CH2:1]([c:2]1[cH:3][cH:4][cH:5][cH:6][cH:7]1)[N:8]1[CH:9]([CH3:29])[CH2:10][N:11]([C:14]2([CH3:27])[CH2:15][CH2:16][N:17]([C:20](=[O:21])[O:22][C:23]([CH3:24])([CH3:25])[CH3:26])[CH2:18][CH2:19]2)[CH2:12][CH2:13]1. Reactants: [N+](=O)([O-])C1=CC=C(CC2C(=C(N3C([C@@H]([C@H]23)[C@H](C)O)=O)C(=O)[O-])SCCNC(=O)OCC2=CC=C(C=C2)[N+](=O)[O-])C=C1 (p-Nitrobenzyl-(5R,6S)-3-(2-p-nitrobenzyloxycarbonylaminoethylthio)-6-[(s)-1-hydroxyethyl]-7-oxo-1-azabicyclo[3.2.0]hept-2-ene-2-carboxylate), O1CCOCC1 (dioxan), O (water), P(=O)([O-])([O-])[O-] (phosphate). Reagents/catalysts: [Pd] (palladium on charcoal). Solvent: C(C)O (ethanol). Conditions: time 2 hour. Product: NCCSC1=C(N2C([C@@H]([C@H]2C1)[C@H](C)O)=O)C(=O)O ((5R, 6S)-3-(2-aminoethylthio)-6-[(s)-1-hydroxyethyl]-7-oxo-1-azabicyclo[3.2.0]hept-2-ene-2-carboxylic acid). RXN SMILES: [N+](C1C=CC(C[CH:9]2[C@@H:15]3[N:12]([C:13](=[O:19])[C@@H:14]3[C@@H:16]([OH:18])[CH3:17])[C:11]([C:20]([O-:22])=[O:21])=[C:10]2[S:23][CH2:24][CH2:25][NH:26]C(OCC2C=CC([N+]([O-])=O)=CC=2)=O)=CC=1)([O-])=O.O1CCOCC1.O.P([O-])([O-])([O-])=O>[Pd].C(O)C>[NH2:26][CH2:25][CH2:24][S:23][C:10]1[CH2:9][C@H:15]2[N:12]([C:13](=[O:19])[C@@H:14]2[C@@H:16]([OH:18])[CH3:17])[C:11]=1[C:20]([OH:22])=[O:21]. Procedure: A mixture of the ester (e3) (30 mg), 10% palladium on charcoal (50 mg), dioxan (4 ml), water (1 ml), ethanol (0.3 ml) and 0.05 M pH 7 phosphate buffer solution (1.3 ml) was shaken under hydrogen for 2h. The catalyst was removed by filtration of the mixture over Celite washing with water (10 ml) and the solution was then concentrated to a volume of about 10 ml. The aqueous solution was washed with ether (3×20 ml) and ethyl acetate (10 ml) before concentrating in vacuo to a volume of about 3 ml. T...